This data is from the Open Reaction Database (ORD), a public repository of structured organic reaction records. The task is: describe an organic reaction: reactants, conditions, products, and yield Starting materials: CN(C)CC1=CC(=NC=C1)CSCCN (2-(4-dimethylaminomethyl-2-pyridylmethylthio)ethylamine), [N+](=O)([O-])NC1=NC=C(C(N1)=O)CC1=CC(=NC=C1)OC (2-nitroamino-5-(2-methoxy-4-pyridylmethyl)-4-pyrimidone). The solvent is N1=CC=CC=C1 (pyridine). Product: CN(C)CC1=CC(=NC=C1)CSCCNC1=NC=C(C(N1)=O)CC1=CC(=NC=C1)OC (2-(4-dimethylaminomethyl-2-pyridylmethylthio)ethylamino-5-(2-methoxy-4-pyridylmethyl)-4-pyrimidone). Isolated yield 61.9%. RXN SMILES: [CH3:1][N:2]([CH2:4][C:5]1[CH:10]=[CH:9][N:8]=[C:7]([CH2:11][S:12][CH2:13][CH2:14][NH2:15])[CH:6]=1)[CH3:3].[N+](N[C:20]1[NH:25][C:24](=[O:26])[C:23]([CH2:27][C:28]2[CH:33]=[CH:32][N:31]=[C:30]([O:34][CH3:35])[CH:29]=2)=[CH:22][N:21]=1)([O-])=O>N1C=CC=CC=1>[CH3:3][N:2]([CH2:4][C:5]1[CH:10]=[CH:9][N:8]=[C:7]([CH2:11][S:12][CH2:13][CH2:14][NH:15][C:20]2[NH:25][C:24](=[O:26])[C:23]([CH2:27][C:28]3[CH:33]=[CH:32][N:31]=[C:30]([O:34][CH3:35])[CH:29]=3)=[CH:22][N:21]=2)[CH:6]=1)[CH3:1]. Procedure details: A solution of 2-(4-dimethylaminomethyl-2-pyridylmethylthio)ethylamine (1 g) and 2-nitroamino-5-(2-methoxy-4-pyridylmethyl)-4-pyrimidone (1.23 g) was refluxed in pyridine (6 ml) for 10 hours, concentrated in vacuo and chromatographed on silica gel column eluted with ethyl acetate-ethanol-28% W:W aqueous ammonia (by volume 10:15:2). Recrystallisation from acetonitrile:ether (1:5) gave 2-[2-(4-dimethylaminomethyl-2-pyridylmethylthio)ethylamino-5-(2-methoxy-4-pyridylmethyl)-4-pyrimidone (1.21 g) m.p... Starting materials: N1(CCCC1)CCOC1=CC=C(C=C1)N (4-(2-pyrrolidin-1-yl-ethoxy)-phenylamine), Cl.ClCCN(C)C (1-chloro-2-dimethylaminoethane hydrochloride). Solvent: C(Cl)Cl.CO (CH2Cl2 MeOH). Product: CN(CCOC1=CC=C(C=C1)N)C (4-(2-Dimethylamino-ethoxy)-phenylamine). Reaction SMILES: [N:1]1([CH2:6][CH2:7][O:8][C:9]2[CH:14]=[CH:13][C:12]([NH2:15])=[CH:11][CH:10]=2)[CH2:5]CC[CH2:2]1.Cl.ClCCN(C)C>C(Cl)Cl.CO>[CH3:2][N:1]([CH3:5])[CH2:6][CH2:7][O:8][C:9]1[CH:14]=[CH:13][C:12]([NH2:15])=[CH:11][CH:10]=1 |f:1.2,3.4|. Procedure details: The title compound is prepared as described in Example 1 for 4-(2-pyrrolidin-1-yl-ethoxy)-phenylamine but using 1-chloro-2-dimethylaminoethane hydrochloride. Title compound: ES-MS: 181.2 [M+H]+; Rf=0.18 (CH2Cl2/MeOH, 70/30). The reactants are 1-{[2-Chloro-3-(trifluoromethyl)phenyl]methyl}amine, FC(C(=O)O)(F)F.CN1C(N(CC1C(=O)O)C=1N=CN(C1)C)=O (3-methyl-1-(1-methyl-1H-imidazol-4-yl)-2-oxo-4-imidazolidinecarboxylic acid trifluoroacetate salt), hydrate, Cl.C(C)N=C=NCCCN(C)C (1-ethyl-3-(3-dimethylaminopropyl)carbodiimide hydrochloride), C(C)N1CCOCC1 (N-ethylmorpholine), ClCCl (dichloromethane), ClCCl (dichloromethane). Reaction conditions: time 10 minute. Yields the product ClC1=C(C=CC=C1C(F)(F)F)CNC(=O)C1N(C(N(C1)C=1N=CN(C1)C)=O)C (N-{[2-chloro-3-(trifluoromethyl)phenyl]methyl}-3-methyl-1-(1-methyl-1H-imidazol-4-yl)-2-oxo-4-imidazolidinecarboxamide). Isolated yield 10.6%. RXN SMILES: [F:1][C:2]([F:7])([F:6])[C:3](O)=O.[CH3:8][N:9]1[CH:13]([C:14]([OH:16])=O)[CH2:12][N:11]([C:17]2[N:18]=[CH:19][N:20]([CH3:22])[CH:21]=2)[C:10]1=[O:23].Cl.C(N=C=N[CH2:30][CH2:31][CH2:32][N:33](C)C)C.C(N1[CH2:43][CH2:42]OCC1)C.[Cl:44][CH2:45]Cl>>[Cl:44][C:45]1[C:3]([C:2]([F:7])([F:6])[F:1])=[CH:43][CH:42]=[CH:30][C:31]=1[CH2:32][NH:33][C:14]([CH:13]1[CH2:12][N:11]([C:17]2[N:18]=[CH:19][N:20]([CH3:22])[CH:21]=2)[C:10](=[O:23])[N:9]1[CH3:8])=[O:16] |f:0.1,2.3|. Procedure: A solution of 3-methyl-1-(1-methyl-1H-imidazol-4-yl)-2-oxo-4-imidazolidinecarboxylic acid trifluoroacetate salt (145 mg, 0.647 mmol) in dichloromethane (4 ml) was treated with 1-hydroxyorthobenzatriazole hydrate (119 mg, 0.776 mmol), 1-ethyl-3-(3-dimethylaminopropyl)carbodiimide hydrochloride (149 mg, 0.776 mmol) & N-ethylmorpholine (0.491 ml, 3.88 mmol) and the mixture stirred at room temp for 10 minutes. 1-{[2-Chloro-3-(trifluoromethyl)phenyl]methyl}amine (136 mg, 0.647 mmol) was then added an... The reactants are C(C)OC(C(CC=1C(=C2C=CNC2=CC1)C)OCC)=O (rac-2-ethoxy-3-(4-methyl-1H-indol-5-yl)-propionic acid ethyl ester), 10h, ClCC=1N=C(OC1C)C1=CC=C(C=C1)C(F)(F)F (4-chloromethyl-5-methyl-2-(4-trifluoromethyl-phenyl)-oxazole). Yields the product C(C)OC(C(=O)O)CC=1C(=C2C=CN(C2=CC1)CC=1N=C(OC1C)C1=CC=C(C=C1)C(F)(F)F)C (rac-2-ethoxy-3-{4-methyl-1-[5-methyl-2-(4-trifluoromethyl-phenyl)-oxazol-4-ylmethyl]-1H-indol-5-yl}-propionic acid). As a reaction SMILES: C([O:3][C:4](=[O:20])[CH:5]([O:17][CH2:18][CH3:19])[CH2:6][C:7]1[C:8]([CH3:16])=[C:9]2[C:13](=[CH:14][CH:15]=1)[NH:12][CH:11]=[CH:10]2)C.Cl[CH2:22][C:23]1[N:24]=[C:25]([C:29]2[CH:34]=[CH:33][C:32]([C:35]([F:38])([F:37])[F:36])=[CH:31][CH:30]=2)[O:26][C:27]=1[CH3:28]>>[CH2:18]([O:17][CH:5]([CH2:6][C:7]1[C:8]([CH3:16])=[C:9]2[C:13](=[CH:14][CH:15]=1)[N:12]([CH2:22][C:23]1[N:24]=[C:25]([C:29]3[CH:30]=[CH:31][C:32]([C:35]([F:38])([F:37])[F:36])=[CH:33][CH:34]=3)[O:26][C:27]=1[CH3:28])[CH:11]=[CH:10]2)[C:4]([OH:3])=[O:20])[CH3:19]. Procedure details: In analogy to the procedure described in example 44, rac-2-ethoxy-3-(4-methyl-1H-indol-5-yl)-propionic acid ethyl ester [preparation 10h)] was reacted with 4-chloromethyl-5-methyl-2-(4-trifluoromethyl-phenyl)-oxazole to give rac-2-ethoxy-3-{4-methyl-1-[5-methyl-2-(4-trifluoromethyl-phenyl)-oxazol-4-ylmethyl]-1H-indol-5-yl}-propionic acid as yellow solid. The yield is 56.0%. Procedure: A mixture of 6-phenyl-2-oxindole (41 mg, 0.19 mmol) 5-(3-diethylamino-propyl)-1H-indole-2-carbaldehyde (50 mg, 0.19 mmol) and piperidine(0.1 mL) in ethanol (1 mL) was heated in a sealed tube at 95° C. for 20 hours. The precipitate was collected by vacuum filtration, washed with ethanol and dried to give 49 mg (56%) of the title compound as an orange crystalline solid. Reaction conditions: temperature 95 celsius. The reactants are C1(=CC=CC=C1)C1=CC=C2CC(NC2=C1)=O (6-phenyl-2-oxindole), N1CCCCC1 (piperidine), C(C)O (ethanol). Reaction SMILES: [C:1]1([C:7]2[CH:15]=[C:14]3[C:10]([CH2:11][C:12](=[O:16])[NH:13]3)=[CH:9][CH:8]=2)[CH:6]=[CH:5][CH:4]=[CH:3][CH:2]=1.[NH:17]1[CH2:22][CH2:21][CH2:20][CH2:19][CH2:18]1.[CH2:23](O)[CH3:24]>>[CH2:12]([N:13]([CH2:23][CH3:24])[CH2:14][CH2:15][CH2:7][C:1]1[CH:6]=[C:21]2[C:22](=[CH:3][CH:2]=1)[NH:17][C:19]([CH:18]=[C:11]1[C:10]3[C:14](=[CH:15][C:7]([C:1]4[CH:2]=[CH:3][CH:4]=[CH:5][CH:6]=4)=[CH:8][CH:9]=3)[NH:13][C:12]1=[O:16])=[CH:20]2)[CH3:11]. The product is C(C)N(CCCC=1C=C2C=C(NC2=CC1)C=C1C(NC2=CC(=CC=C12)C1=CC=CC=C1)=O)CC (3-[5-(3-Diethylamino-propyl)-1H-indol-2-ylmethylene]-6-phenyl-1,3-dihydro-indol-2-one).